This data is from the Open Reaction Database (ORD), a public repository of structured organic reaction records. The task is: describe an organic reaction: reactants, conditions, products, and yield Starting materials: Cl.NC=1N=CC(=NC1C=1C=C2C=CN=C(C2=CC1)O)C1=CC=C(C=C1)S(=O)(=O)N(C)C1CC1 (4-(5-amino-6-(1-hydroxyisoquinolin-6-yl)pyrazin-2-yl)-N-cyclopropyl-N-methylbenzenesulfonamide hydrochloride), COC(N(C)C)OC (1,1-dimethoxy-N,N-dimethylmethanamine), BrN1C(CCC1=O)=O (N-bromosuccinimide). The solvent is CN(C)C=O (DMF). Yields the product Cl.NC=1N=CC(=NC1C=1C=C2C(=CN=C(C2=CC1)O)Br)C1=CC=C(C=C1)S(=O)(=O)N(C)C1CC1 (4-(5-amino-6-(4-bromo-1-hydroxyisoquinolin-6-yl)pyrazin-2-yl)-N-cyclopropyl-N-methylbenzenesulfonamide hydrochloride). Isolated yield 41.3%. RXN SMILES: [ClH:1].[NH2:2][C:3]1[N:4]=[CH:5][C:6]([C:20]2[CH:25]=[CH:24][C:23]([S:26]([N:29]([CH:31]3[CH2:33][CH2:32]3)[CH3:30])(=[O:28])=[O:27])=[CH:22][CH:21]=2)=[N:7][C:8]=1[C:9]1[CH:10]=[C:11]2[C:16](=[CH:17][CH:18]=1)[C:15]([OH:19])=[N:14][CH:13]=[CH:12]2.COC(OC)N(C)C.[Br:42]N1C(=O)CCC1=O>CN(C=O)C>[ClH:1].[NH2:2][C:3]1[N:4]=[CH:5][C:6]([C:20]2[CH:21]=[CH:22][C:23]([S:26]([N:29]([CH:31]3[CH2:32][CH2:33]3)[CH3:30])(=[O:27])=[O:28])=[CH:24][CH:25]=2)=[N:7][C:8]=1[C:9]1[CH:10]=[C:11]2[C:16](=[CH:17][CH:18]=1)[C:15]([OH:19])=[N:14][CH:13]=[C:12]2[Br:42] |f:0.1,5.6|. Procedure details: To a room temperature slurry of 4-(5-amino-6-(1-hydroxyisoquinolin-6-yl)pyrazin-2-yl)-N-cyclopropyl-N-methylbenzenesulfonamide hydrochloride (1.00 g, 2.07 mmoL, prepared by general method C) in DMF (10 mL) was added 1,1-dimethoxy-N,N-dimethylmethanamine (1 mL). Within minutes, the slurry discharged to a solution. Then, N-bromosuccinimide (386 mg, 2.17 mmol) was added in one portion. After 1 h the reaction was concentrated and flashed over silica gel (4-8% MeOH/DCM eluent) to provide 4-(5-amino-6... Reactants: CCOC(=O)c1ccc(Br)c(O)c1Br, O=C([O-])[O-], CN(C)C=O, CCI, [K+], [K+]. Product: CCOC(=O)c1ccc(Br)c(OCC)c1Br. Reaction SMILES: [Br:1][c:2]1[c:3]([C:4](=[O:5])[O:6][CH2:7][CH3:8])[cH:9][cH:10][c:11]([Br:14])[c:12]1[OH:13].[C:15](=[O:16])([O-:17])[O-:18].[CH3:24][N:25]([CH3:26])[CH:27]=[O:28].[I:21][CH2:22][CH3:23].[K+:19].[K+:20]>>[Br:1][c:2]1[c:3]([C:4](=[O:5])[O:6][CH2:7][CH3:8])[cH:9][cH:10][c:11]([Br:14])[c:12]1[O:13][CH2:22][CH3:23]. Starting materials: C1CCOC1, COC(=O)CCCSc1nc2ccccn2c1Cc1csc2cccc(C)c12, [Li+], [OH-], O, O. Yields the product Cc1cccc2scc(Cc3c(SCCCC(=O)O)nc4ccccn34)c12. As a reaction SMILES: [CH2:32]1[O:33][CH2:34][CH2:35][CH2:36]1.[CH3:1][O:2][C:3]([CH2:4][CH2:5][CH2:6][S:7][c:8]1[n:9][c:10]2[n:11]([cH:12][cH:13][cH:14][cH:15]2)[c:16]1[CH2:17][c:18]1[c:19]2[c:20]([s:21][cH:22]1)[cH:23][cH:24][cH:25][c:26]2[CH3:27])=[O:28].[Li+:31].[OH-:30].[OH2:29].[OH2:37]>>[O:2]=[C:3]([CH2:4][CH2:5][CH2:6][S:7][c:8]1[n:9][c:10]2[n:11]([cH:12][cH:13][cH:14][cH:15]2)[c:16]1[CH2:17][c:18]1[c:19]2[c:20]([s:21][cH:22]1)[cH:23][cH:24][cH:25][c:26]2[CH3:27])[OH:28]. Starting materials: [N+](=O)([O-])C1=C(C=CC(=C1)[N+](=O)[O-])[O-].N[N+]1=CC(=CC=C1)CO (1-amino-3-(hydroxymethyl)pyridinium 2,4-dinitrobenzenolate), C([O-])([O-])=O.[K+].[K+] (potassium carbonate), O (Water), C(C#CC)(=O)OCC (ethyl 2-butynoate). The solvent is CN(C=O)C (dimethylformamide). Conditions: time 12 hour. The product is OCC=1C=2N(C=CC1)N=C(C2C(=O)OCC)C (ethyl 4-(hydroxymethyl)-2-methylpyrazolo[1,5-a]pyridine-3-carboxylate). Isolated yield 26.9%. RXN SMILES: [N+](C1C=C([N+]([O-])=O)C=CC=1[O-])([O-])=O.[NH2:14][N+:15]1[CH:20]=[CH:19][CH:18]=[C:17]([CH2:21][OH:22])[CH:16]=1.C(=O)([O-])[O-].[K+].[K+].[C:29]([O:34][CH2:35][CH3:36])(=[O:33])[C:30]#[C:31][CH3:32].O>CN(C)C=O>[OH:22][CH2:21][C:17]1[C:16]2[N:15]([N:14]=[C:31]([CH3:32])[C:30]=2[C:29]([O:34][CH2:35][CH3:36])=[O:33])[CH:20]=[CH:19][CH:18]=1 |f:0.1,2.3.4|. Procedure: To a solution of 1-amino-3-(hydroxymethyl)pyridinium 2,4-dinitrobenzenolate (200 g, 0.650 mol) in dimethylformamide (1.3 L) was added potassium carbonate (224 g, 1.62 mol). To the mixture was added ethyl 2-butynoate (72.8 g, 0.650 mol) at room temperature, and the mixture was stirred for 12 hr. Water was added to the reaction mixture, and the mixture was extracted with ethyl acetate. The extract was dried over anhydrous sodium sulfate and the solvent was evaporated under reduced pressure. The re...